Dataset: the Open Reaction Database (ORD), a public repository of structured organic reaction records. Task: describe an organic reaction: reactants, conditions, products, and yield The reactants are C(#N)C1=CC=C(C=C1)CCNC(CCCNCS(=O)(=O)C1=C(C(=CC=C1)Cl)Cl)=O (N-[2-(4-cyanophenyl)ethyl]4-[(2,3-dichloro-benzenesulphonyl)methylamino]butyramide), [S] (sulphur), C(CN)N (ethylenediamine). Product: ClC1=C(C=CC=C1Cl)S(=O)(=O)CNCCCC(=O)NCCC1=CC=C(C=C1)C=1NCCN1 (4-[(2,3-dichlorobenzenesulphonyl)methylamino]-N-{2-[4-(4,5-dihydro-1H-imidazol-2-yl)phenyl]ethyl}butyramide). As a reaction SMILES: [C:1]([C:3]1[CH:8]=[CH:7][C:6]([CH2:9][CH2:10][NH:11][C:12](=[O:29])[CH2:13][CH2:14][CH2:15][NH:16][CH2:17][S:18]([C:21]2[CH:26]=[CH:25][CH:24]=[C:23]([Cl:27])[C:22]=2[Cl:28])(=[O:20])=[O:19])=[CH:5][CH:4]=1)#[N:2].[S].[CH2:31](N)[CH2:32][NH2:33]>>[Cl:28][C:22]1[C:23]([Cl:27])=[CH:24][CH:25]=[CH:26][C:21]=1[S:18]([CH2:17][NH:16][CH2:15][CH2:14][CH2:13][C:12]([NH:11][CH2:10][CH2:9][C:6]1[CH:5]=[CH:4][C:3]([C:1]2[NH:33][CH2:32][CH2:31][N:2]=2)=[CH:8][CH:7]=1)=[O:29])(=[O:20])=[O:19] |^3:29|. Reported procedure: Analogously to 13b), 4-[(2,3-dichlorobenzenesulphonyl)methylamino]-N-{2-[4-(4,5-dihydro-1H-imidazol-2-yl)phenyl]ethyl}butyramide was prepared from 0.297 g (0.654 mmol) of N-[2-(4-cyanophenyl)ethyl]4-[(2,3-dichloro-benzenesulphonyl)methylamino]butyramide, 42 mg (1.31 mmol) of sulphur and 1.8 ml of ethylenediamine. Reactants: [BH4-], CO, O=C(COc1ccccc1)CS(=O)(=O)N1CCc2ccc(Cl)cc2C1, [Na+]. Product: O=S(=O)(CC(O)COc1ccccc1)N1CCc2ccc(Cl)cc2C1. Reaction SMILES: [BH4-:26].[CH3:28][OH:29].[Cl:1][c:2]1[cH:3][cH:4][c:5]2[c:10]([cH:11]1)[CH2:9][N:8]([S:12](=[O:13])(=[O:14])[CH2:15][C:16](=[O:17])[CH2:18][O:19][c:20]1[cH:21][cH:22][cH:23][cH:24][cH:25]1)[CH2:7][CH2:6]2.[Na+:27]>>[Cl:1][c:2]1[cH:3][cH:4][c:5]2[c:10]([cH:11]1)[CH2:9][N:8]([S:12](=[O:13])(=[O:14])[CH2:15][CH:16]([OH:17])[CH2:18][O:19][c:20]1[cH:21][cH:22][cH:23][cH:24][cH:25]1)[CH2:7][CH2:6]2. Starting materials: N1(CCCCC1)C(=O)C1=COC2=C1C=CC=C2 (3-(1-piperidylcarbonyl)benzofuran), Mg, NH4 Cl. The solvent is CO (methanol). Reaction conditions: temperature 50 celsius. Product: N1(CCCCC1)C(=O)C1COC2=C1C=CC=C2 (3-(1-Piperidylcarbonyl)-2,3-dihydrobenzofuran). The yield is 99.1%. RXN SMILES: [N:1]1([C:7]([C:9]2[C:13]3[CH:14]=[CH:15][CH:16]=[CH:17][C:12]=3[O:11][CH:10]=2)=[O:8])[CH2:6][CH2:5][CH2:4][CH2:3][CH2:2]1>CO>[N:1]1([C:7]([CH:9]2[C:13]3[CH:14]=[CH:15][CH:16]=[CH:17][C:12]=3[O:11][CH2:10]2)=[O:8])[CH2:2][CH2:3][CH2:4][CH2:5][CH2:6]1. Procedure details: To a solution of 3-(1-piperidylcarbonyl)benzofuran (6.7 g) in methanol (150 ml) kept at 35°-50° C. were added small portions (in total 3 g) of Mg turnings during 5 hours. After stirring for another hour at 50° C. the mixture was poured onto an aqueous solution of NH4 Cl. The aqueous solution was extracted with dichloromethane (2×200 ml). The combined organic phases were worked-up yielding 6.7 g of the title 2,3-dihydrobenzofuran derivative as an oil. Reactants: C1(CCCC1)NC=1C=CC=C2C=C(NC12)C=1SC[C@H](N1)CC(=O)O ([(R)-2-(7-cyclopentylamino-1H-indol-2-yl)-4,5-dihydro-thiazol-4-yl]acetic acid), N1CCOCC1 (morpholine). Yields the product C1(CCCC1)NC=1C=CC=C2C=C(NC12)C=1SC[C@H](N1)CC(=O)N1CCOCC1 (2-[(R)-2-(7-cyclopentylamino-1H-indol-2-yl)-4,5-dihydro-thiazol-4-yl]-1-morpholin-4-yl-ethanone). Isolated yield 16.0%. RXN SMILES: [CH:1]1([NH:6][C:7]2[CH:8]=[CH:9][CH:10]=[C:11]3[C:15]=2[NH:14][C:13]([C:16]2[S:17][CH2:18][C@@H:19]([CH2:21][C:22](O)=[O:23])[N:20]=2)=[CH:12]3)[CH2:5][CH2:4][CH2:3][CH2:2]1.[NH:25]1[CH2:30][CH2:29][O:28][CH2:27][CH2:26]1>>[CH:1]1([NH:6][C:7]2[CH:8]=[CH:9][CH:10]=[C:11]3[C:15]=2[NH:14][C:13]([C:16]2[S:17][CH2:18][C@@H:19]([CH2:21][C:22]([N:25]4[CH2:30][CH2:29][O:28][CH2:27][CH2:26]4)=[O:23])[N:20]=2)=[CH:12]3)[CH2:2][CH2:3][CH2:4][CH2:5]1. Reported procedure: The compound (97 mg, 0.28 mmol) prepared in Example 42 and morpholine instead of ethylamine were reacted according to the same procedure as Example 89 to give the title compound (19 mg, Yield 16%).